This data is from the Open Reaction Database (ORD), a public repository of structured organic reaction records. The task is: describe an organic reaction: reactants, conditions, products, and yield The reactants are CC(=O)O, CS(C)=O, CCOC(C)=O, NNC(=O)c1ccc(O)c(Cl)c1, O=Cc1ccc(OCc2cc(C(F)(F)F)cc(C(F)(F)F)c2)c2ccccc12. The product is O=C(NN=Cc1ccc(OCc2cc(C(F)(F)F)cc(C(F)(F)F)c2)c2ccccc12)c1ccc(O)c(Cl)c1. RXN SMILES: [CH3:41][C:42](=[O:43])[OH:44].[CH3:45][S:46]([CH3:47])=[O:48].[CH3:49][CH2:50][O:51][C:52](=[O:53])[CH3:54].[Cl:1][c:2]1[cH:3][c:4]([C:5](=[O:6])[NH:7][NH2:8])[cH:9][cH:10][c:11]1[OH:12].[F:13][C:14]([c:15]1[cH:16][c:17]([CH2:18][O:19][c:20]2[cH:21][cH:22][c:23]([CH:30]=[O:31])[c:24]3[cH:25][cH:26][cH:27][cH:28][c:29]23)[cH:32][c:33]([C:35]([F:36])([F:37])[F:38])[cH:34]1)([F:39])[F:40]>>[Cl:1][c:2]1[cH:3][c:4]([C:5](=[O:6])[NH:7][N:8]=[CH:30][c:23]2[cH:22][cH:21][c:20]([O:19][CH2:18][c:17]3[cH:16][c:15]([C:14]([F:13])([F:39])[F:40])[cH:34][c:33]([C:35]([F:36])([F:37])[F:38])[cH:32]3)[c:29]3[c:24]2[cH:25][cH:26][cH:27][cH:28]3)[cH:9][cH:10][c:11]1[OH:12]. The reactants are S(=O)(Cl)Cl (Thionyl chloride), N(=NC(C(=O)NCCO)(C)C)C(C(=O)NCCO)(C)C (2,2′-azobis[2-methyl-N-(2-hydroxyethyl)propionamide]), ClCCl (dichloromethane), C1CCCCC1 (cyclohexane). Run at time 18 hour. Product: N(=NC(C(=O)NCCCl)(C)C)C(C(=O)NCCCl)(C)C (2,2′-azobis[2-methyl-N-(2-chloroethyl)propionamide]). RXN SMILES: S(Cl)([Cl:3])=O.[N:5]([C:16]([CH3:24])([CH3:23])[C:17]([NH:19][CH2:20]CO)=[O:18])=[N:6][C:7]([CH3:15])([CH3:14])[C:8]([NH:10][CH2:11][CH2:12]O)=[O:9].C1CCCCC1.Cl[CH2:32][Cl:33]>>[N:5]([C:16]([CH3:24])([CH3:23])[C:17]([NH:19][CH2:20][CH2:32][Cl:33])=[O:18])=[N:6][C:7]([CH3:15])([CH3:14])[C:8]([NH:10][CH2:11][CH2:12][Cl:3])=[O:9]. Procedure: Thionyl chloride (50 ml) was added at 0° C. under an atmosphere of inert gas (argon) to a suspension of 2,2′-azobis[2-methyl-N-(2-hydroxyethyl)propionamide] (38.3 g) in dichloromethane (180 ml) over a period of 30 minutes. The mixture was stirred at room temperature for 18 h, and the precipitate which formed was filtered off, suspended in 100 ml of water and stirred for 5 min. The solid was separated off and dried under reduced pressure at room temperature for 24 h (8.9 g). Further product was i... Reactants: S(C)C (Me2S), ClC=1C=C(C=C(C1)F)[C@@H]([C@H]1CN(CCC1)C(=O)OC(C)(C)C)OCC#N ((R)-tert-Butyl 3-((R)-(3-chloro-5-fluorophenyl)(cyanomethoxy)methyl)piperidine-1-carboxylate), CO (CH3OH). Run in C1CCOC1 (THF), C1CCOC1 (THF). Run at temperature 0 celsius. Yields the product NCCO[C@H]([C@H]1CN(CCC1)C(=O)OC(C)(C)C)C1=CC(=CC(=C1)F)Cl ((R)-tert-butyl 3-((R)-(2-aminoethoxy)(3-chloro-5-fluorophenyl)methyl)piperidine-1-carboxylate). Isolated yield 27.9%. RXN SMILES: [Cl:1][C:2]1[CH:3]=[C:4]([C@H:9]([O:23][CH2:24][C:25]#[N:26])[C@@H:10]2[CH2:15][CH2:14][CH2:13][N:12]([C:16]([O:18][C:19]([CH3:22])([CH3:21])[CH3:20])=[O:17])[CH2:11]2)[CH:5]=[C:6]([F:8])[CH:7]=1.S(C)C.CO>C1COCC1>[NH2:26][CH2:25][CH2:24][O:23][C@@H:9]([C:4]1[CH:5]=[C:6]([F:8])[CH:7]=[C:2]([Cl:1])[CH:3]=1)[C@@H:10]1[CH2:15][CH2:14][CH2:13][N:12]([C:16]([O:18][C:19]([CH3:22])([CH3:21])[CH3:20])=[O:17])[CH2:11]1. Procedure details: (R)-tert-Butyl 3-((R)-(3-chloro-5-fluorophenyl)(cyanomethoxy)methyl)piperidine-1-carboxylate (4.4 g, 10.2 mmol, crude) was dissolved in anhydrous THF (60 mL), and the solution was heated to reflux under nitrogen. A solution of 10 M of BH3.Me2S (3 mL, 30.6 mmol) in THF was added dropwise and stirring was continued under reflux overnight. The resulting solution was cooled to 0° C., CH3OH was added dropwise to quench the reaction. Evaporation of the solvent to give the crude product, which was puri... Yields the product C(C)(C)(C)OC(N(C)CCNC(=O)NC1=C(C=C(C=C1)Br)C(N(C)C)=O)=O ({2-[3-(4-bromo-2-dimethylcarbamoyl-phenyl)-ureido]-ethyl}-methyl-carbamic acid tert-butyl ester). The solvent is CN(C)C=O (DMF). Reaction SMILES: [C:1]([O:5][C:6](=[O:12])[N:7]([CH2:9][CH2:10][NH2:11])[CH3:8])([CH3:4])([CH3:3])[CH3:2].C(N(C(C)C)CC)(C)C.[Br:22][C:23]1[CH:24]=[CH:25][C:26]([N:34]=[C:35]=[O:36])=[C:27]([CH:33]=1)[C:28]([N:30]([CH3:32])[CH3:31])=[O:29].C(OCC)(=O)C>CN(C=O)C>[C:1]([O:5][C:6](=[O:12])[N:7]([CH2:9][CH2:10][NH:11][C:35]([NH:34][C:26]1[CH:25]=[CH:24][C:23]([Br:22])=[CH:33][C:27]=1[C:28](=[O:29])[N:30]([CH3:31])[CH3:32])=[O:36])[CH3:8])([CH3:4])([CH3:2])[CH3:3]. The yield is 29.6%. Reaction conditions: temperature 80 celsius, time 18 hour. Procedure: To a solution of (2-amino-ethyl)-methyl-carbamic acid tert-butyl ester (100 mg, 0.574 mmol) in DMF (2 mL) was added diisopropylethylamine (0.3 mL, 1.75 mmol) and 5-bromo-2-isocyanato-N,N-dimethyl-benzamide (154 mg, 0.572 mmol). The solution was stirred for 18 hours at 80° C. Ethyl acetate was added to the reaction mixture, and the combined mixture was washed 3 times with water. The organic layer was dried over sodium sulfate, filtered, and concentrated in vacuo. The crude material was recrystall... Reactants: C(C)(C)(C)OC(N(C)CCN)=O ((2-amino-ethyl)-methyl-carbamic acid tert-butyl ester), C(C)(C)N(CC)C(C)C (diisopropylethylamine), BrC=1C=CC(=C(C(=O)N(C)C)C1)N=C=O (5-bromo-2-isocyanato-N,N-dimethyl-benzamide), C(C)(=O)OCC (Ethyl acetate). Starting materials: P(OC1=CC=CC=C1)(OC1=CC=CC=C1)OC1=CC=CC=C1 (triphenyl phosphite), ClCl (chlorine), P(OC1=CC=CC=C1)(OC1=CC=CC=C1)OC1=CC=CC=C1 (triphenyl phosphite). The solvent is C(Cl)Cl (methylene chloride). Yields the product [Cl-].P(OC1=CC=CC=C1)(OC1=CC=CC=C1)OC1=CC=CC=C1 (triphenyl phosphite-chloride), starch iodide, ClCl (chlorine). As a reaction SMILES: [Cl:1][Cl:2].[P:3]([O:18][C:19]1[CH:24]=[CH:23][CH:22]=[CH:21][CH:20]=1)([O:11][C:12]1[CH:17]=[CH:16][CH:15]=[CH:14][CH:13]=1)[O:4][C:5]1[CH:10]=[CH:9][CH:8]=[CH:7][CH:6]=1>C(Cl)Cl>[Cl-:1].[P:3]([O:11][C:12]1[CH:17]=[CH:16][CH:15]=[CH:14][CH:13]=1)([O:18][C:19]1[CH:24]=[CH:23][CH:22]=[CH:21][CH:20]=1)[O:4][C:5]1[CH:6]=[CH:7][CH:8]=[CH:9][CH:10]=1.[Cl:1][Cl:2] |f:3.4|. Procedure: A solution of triphenyl phosphite-chloride kinetic complex was prepared by adding chlorine and triphenyl phosphite (36.8 ml., 3.5 equivalents per equivalent of cephem sulfoxide used below -22.3 g.) simultaneously to 150 ml. of methylene chloride at about -20° to about -10° C., maintaining a pale yellow color in the reaction mixture throughout the co-addition. With the addition of the last drops of triphenyl phosphite to the mixture, it gave a negative starch-iodide test for chlorine. After cooli... Starting materials: [I-].[Li+] (lithium iodide), C([O-])([O-])=O.[K+].[K+] (Potassium carbonate), FC1=NC(=CC(=C1)COS(=O)(=O)C)NCC1=CC=C(C=C1)OC (methanesulfonic acid 2-fluoro-6-(4-methoxy-benzylamino)-pyridin-4-ylmethyl ester), C1(CC1)C1=C(N(C(NC1=O)=O)CC1=CC(=NC(=C1)F)F)C(=O)C=1C=C(C#N)C=C(C1)C (3-[5-Cyclopropyl-3-(2,6-difluoro-pyridin-4-ylmethyl)-2,6-dioxo-1,2,3,6tetrahydro-pyrimidine-4-carbonyl]-5-methyl-benzonitrile). Solvent: CN(C)C=O (DMF), C(C)(=O)OCC (Ethyl acetate). Reaction conditions: time 8 hour. The product is C1(CC1)C1=C(N(C(NC1=O)=O)CC1=CC(=NC(=C1)NCC1=CC=C(C=C1)OC)F)C(=O)C=1C=C(C#N)C=C(C1)C (3-{5-Cyclopropyl-3-[2-fluoro-6-(4-methoxy-benzylamino)-pyridin-4-ylmethyl]-2,6-dioxo-1,2,3,6-tetrahydro-pyrimidine-4-carbonyl}-5-methyl-benzonitrile). Yield: 34.0%. RXN SMILES: [CH:1]1([C:4]2[C:9](=[O:10])[NH:8][C:7](=[O:11])[N:6]([CH2:12][C:13]3[CH:18]=[C:17]([F:19])[N:16]=[C:15](F)[CH:14]=3)[C:5]=2[C:21]([C:23]2[CH:24]=[C:25]([CH:28]=[C:29]([CH3:31])[CH:30]=2)[C:26]#[N:27])=[O:22])[CH2:3][CH2:2]1.C(=O)([O-])[O-].[K+].[K+].FC1C=C(COS(C)(=O)=O)C=C([NH:51][CH2:52][C:53]2[CH:58]=[CH:57][C:56]([O:59][CH3:60])=[CH:55][CH:54]=2)N=1.[I-].[Li+]>CN(C=O)C.C(OCC)(=O)C>[CH:1]1([C:4]2[C:9](=[O:10])[NH:8][C:7](=[O:11])[N:6]([CH2:12][C:13]3[CH:14]=[C:15]([NH:51][CH2:52][C:53]4[CH:58]=[CH:57][C:56]([O:59][CH3:60])=[CH:55][CH:54]=4)[N:16]=[C:17]([F:19])[CH:18]=3)[C:5]=2[C:21]([C:23]2[CH:24]=[C:25]([CH:28]=[C:29]([CH3:31])[CH:30]=2)[C:26]#[N:27])=[O:22])[CH2:2][CH2:3]1 |f:1.2.3,5.6|. Procedure details: 3-[5-Cyclopropyl-3-(2,6-difluoro-pyridin-4-ylmethyl)-2,6-dioxo-1,2,3,6tetrahydro-pyrimidine-4-carbonyl]-5-methyl-benzonitrile (16 mg, 0.054 mmol) was dissolved in 0.5 mL DMF. Potassium carbonate (7.5 mg, 1 eq.) and methanesulfonic acid 2-fluoro-6-(4-methoxy-benzylamino)-pyridin-4-ylmethyl ester (1 eq.) were added to the reaction, followed by lithium iodide (7.2 mg, 1 eq.) The reaction was stirred at room temperature overnight. Ethyl acetate was added to the reaction mixture, followed by washing ... Starting materials: C([O-])([O-])=O.[K+].[K+] (Potassium carbonate), C(C)(=O)OCCBr (bromoethyl acetate), FC=1C=C2C=C(NC2=CC1)C(=O)OCC1=CC=CC=C1 (Benzyl 5-fluoroindole-2-carboxylate). Solvent: CN(C)C=O (DMF). Reaction conditions: time 5 hour. The product is C(C)OC(=O)CN1C(=CC2=CC(=CC=C12)F)C(=O)OCC1=CC=CC=C1 (benzyl 1-ethoxycarbonylmethyl-5-fluoroindole-2-carboxylate). RXN SMILES: [F:1][C:2]1[CH:3]=[C:4]2[C:8](=[CH:9][CH:10]=1)[NH:7][C:6]([C:11]([O:13][CH2:14][C:15]1[CH:20]=[CH:19][CH:18]=[CH:17][CH:16]=1)=[O:12])=[CH:5]2.C(=O)([O-])[O-].[K+].[K+].[C:27]([O:30][CH2:31][CH2:32]Br)(=[O:29])[CH3:28]>CN(C=O)C>[CH2:31]([O:30][C:27]([CH2:28][N:7]1[C:8]2[C:4](=[CH:3][C:2]([F:1])=[CH:10][CH:9]=2)[CH:5]=[C:6]1[C:11]([O:13][CH2:14][C:15]1[CH:20]=[CH:19][CH:18]=[CH:17][CH:16]=1)=[O:12])=[O:29])[CH3:32] |f:1.2.3|. Procedure details: Benzyl 5-fluoroindole-2-carboxylate (9.4 g) was dissolved in DMF (94 ml). Potassium carbonate (9.7 g) and bromoethyl acetate (4.0 ml) were added and the mixture was stirred for 5 hours. The reaction mixture was partitioned between ethyl acetate and water. The organic layer was washed with saturated brine and dried over magnesium sulfate. The solvent was evaporated, and the residue was recrystallized from isopropyl alcohol to give 9.59 g of benzyl 1-ethoxycarbonylmethyl-5-fluoroindole-2-carboxyla... As a reaction SMILES: [CH:12]([CH3:13])([CH3:14])[NH:15][CH2:16][CH2:17][NH2:18].[Cl:19][CH2:20][Cl:21].[c:1]1([CH3:11])[cH:2][cH:3][c:4]([S:7](=[O:8])(=[O:9])[Cl:10])[cH:5][cH:6]1>>[c:1]1([CH3:11])[cH:2][cH:3][c:4]([S:7](=[O:8])(=[O:9])[NH:18][CH2:17][CH2:16][NH:15][CH:12]([CH3:13])[CH3:14])[cH:5][cH:6]1. Reactants: CC(C)NCCN, ClCCl, Cc1ccc(S(=O)(=O)Cl)cc1. The product is Cc1ccc(S(=O)(=O)NCCNC(C)C)cc1.